Dataset: the Open Reaction Database (ORD), a public repository of structured organic reaction records. Task: describe an organic reaction: reactants, conditions, products, and yield Reactants: COC(CC[C@@H](C)[C@H]1CC[C@H]2[C@@H]3[C@@H](C[C@@H]4C[C@H](CC[C@]4(C)[C@H]3C[C@@H]([C@]12C)O)OCCN(C)C1=CC=C(C=C1)[C@@H]1C2=C3CCC(C=C3CC[C@H]2[C@@H]2CC[C@@]([C@@]2(C)C1)(C#CC)O)=O)O)=O (Methyl(3β,5β,7α,12α)-7,12-dihydroxy-3-{2-[{4-[(11β,17α)-17-hydroxy-3-oxo-17-prop-1-ynylestra-4,9-dien-11-yl]phenyl}(methyl)amino]ethoxy}cholan-24-oate), N1=CC=CC=C1 (pyridine), CSCCl (methylthiomethyl chloride). Product: CC(C(=O)O)C[C@@H](C)[C@H]1CC[C@H]2[C@@H]3[C@@H](C[C@@H]4C[C@H](CC[C@]4(C)[C@H]3C[C@@H]([C@]12C)O)OCCN(C)C1=CC=C(C=C1)[C@@H]1C2=C3CCC(C=C3CC[C@H]2[C@@H]2CC[C@@]([C@@]2(C)C1)(C#CC)O)=O)OCSC (Methyl(3β,5β,7α,12α)-7-methylthiomethoxy-12-hydroxy-3-{2-[{4-[(11β,17α)-17-hydroxy-3-oxo-17-prop-1-ynylestra-4,9-dien-11-yl]phenyl}(methyl)amino]ethoxy}cholan-24-oic acid). Reaction SMILES: C[O:2][C:3](=[O:63])[CH2:4][CH2:5][C@H:6]([C@@H:8]1[C@:25]2([CH3:26])[C@H:11]([C@H:12]3[C@H:22]([CH2:23][C@@H:24]2[OH:27])[C@:20]2([CH3:21])[C@@H:15]([CH2:16][C@@H:17]([O:28][CH2:29][CH2:30][N:31]([C:33]4[CH:38]=[CH:37][C:36]([C@H:39]5[CH2:56][C@@:54]6([CH3:55])[C@@H:50]([CH2:51][CH2:52][C@:53]6([OH:60])[C:57]#[C:58][CH3:59])[C@H:49]6[C:40]5=[C:41]5[C:46]([CH2:47][CH2:48]6)=[CH:45][C:44](=[O:61])[CH2:43][CH2:42]5)=[CH:35][CH:34]=4)[CH3:32])[CH2:18][CH2:19]2)[CH2:14][C@H:13]3[OH:62])[CH2:10][CH2:9]1)[CH3:7].[CH3:64][S:65][CH2:66]Cl.N1C=CC=C[CH:69]=1>>[CH3:69][CH:4]([CH2:5][C@H:6]([C@@H:8]1[C@:25]2([CH3:26])[C@H:11]([C@H:12]3[C@H:22]([CH2:23][C@@H:24]2[OH:27])[C@:20]2([CH3:21])[C@@H:15]([CH2:16][C@@H:17]([O:28][CH2:29][CH2:30][N:31]([C:33]4[CH:34]=[CH:35][C:36]([C@H:39]5[CH2:56][C@@:54]6([CH3:55])[C@@H:50]([CH2:51][CH2:52][C@:53]6([OH:60])[C:57]#[C:58][CH3:59])[C@H:49]6[C:40]5=[C:41]5[C:46]([CH2:47][CH2:48]6)=[CH:45][C:44](=[O:61])[CH2:43][CH2:42]5)=[CH:37][CH:38]=4)[CH3:32])[CH2:18][CH2:19]2)[CH2:14][C@H:13]3[O:62][CH2:64][S:65][CH3:66])[CH2:10][CH2:9]1)[CH3:7])[C:3]([OH:2])=[O:63]. Procedure details: The compound of Example 1I is dissolved in pyridine and cooled in an ice bath; methylthiomethyl chloride (1.2 eq) is added, and the mixture is warmed to ambient temperature, then heated to 90° C. overnight. The solvents are removed in vacuo; the residue is partitioned between aqueous phosphoric acid (1N) and ethyl acetate. The organic extract is washed with brine, dried (Na2SO4), filtered, and concentrated in vacuo. The crude material is purified by column chromatography.